Task: describe an organic reaction: reactants, conditions, products, and yield. Dataset: the Open Reaction Database (ORD), a public repository of structured organic reaction records Reactants: O (water), C(C(=C)C)(=O)OC[Si](C)(C)C (Trimethylsilylmethyl methacrylate), C(C(=C)C)(=O)OC1OCCCC1 (tetrahydropyranyl methacrylate), CC(C)(C#N)N=NC(C)(C)C#N (AIBN). The solvent is CO (methanol), C1(=CC=CC=C1)C (toluene), C1(=CC=CC=C1)C (toluene). Run at time 7 hour. Product: C(C(=C)C)(=O)OC[Si](C)(C)C.C(C(=C)C)(=O)OC1OCCCC1 (trimethylsilylmethyl methacrylate tetrahydropyranyl methacrylate). Yield: 90.0%. RXN SMILES: [C:1]([O:6][CH2:7][Si:8]([CH3:11])([CH3:10])[CH3:9])(=[O:5])[C:2]([CH3:4])=[CH2:3].[C:12]([O:17][CH:18]1[CH2:23][CH2:22][CH2:21][CH2:20][O:19]1)(=[O:16])[C:13]([CH3:15])=[CH2:14].CC(N=NC(C#N)(C)C)(C#N)C.O>C1(C)C=CC=CC=1.CO>[C:1]([O:6][CH2:7][Si:8]([CH3:11])([CH3:9])[CH3:10])(=[O:5])[C:2]([CH3:4])=[CH2:3].[C:12]([O:17][CH:18]1[CH2:23][CH2:22][CH2:21][CH2:20][O:19]1)(=[O:16])[C:13]([CH3:15])=[CH2:14] |f:6.7|. Procedure details: Trimethylsilylmethyl methacrylate (TMSMMA) and tetrahydropyranyl methacrylate (THPMA) were mixed at a ratio of 1:1 so as to prepare a toluene solution having a monomer concentration of 5.0 mol/liter. Next, 2 mol %, on the basis of the monomer, of AIBN was added to the mixture, and the mixture was retained in an oil bath at 80° C. for 7 hours with stirring. Next, the mixture was left standing to cool to room temperature. After the mixture was diluted with toluene, it was dropped into large quanti... The reactants are Cl.COC(CCCCCCN)=O (7-amino-heptanoic acid methyl ester hydrochloride), S1C(=NC=C1)C1=CC=C(C=O)C=C1 (4-thiazol-2-yl-benzaldehyde). Product: COC(CCCCCCNCC1=CC=C(C=C1)C=1SC=CN1)=O (7-(4-Thiazol-2-yl-benzylamino)-heptanoic acid methyl ester). As a reaction SMILES: Cl.[CH3:2][O:3][C:4](=[O:12])[CH2:5][CH2:6][CH2:7][CH2:8][CH2:9][CH2:10][NH2:11].[S:13]1[CH:17]=[CH:16][N:15]=[C:14]1[C:18]1[CH:25]=[CH:24][C:21]([CH:22]=O)=[CH:20][CH:19]=1>>[CH3:2][O:3][C:4](=[O:12])[CH2:5][CH2:6][CH2:7][CH2:8][CH2:9][CH2:10][NH:11][CH2:22][C:21]1[CH:20]=[CH:19][C:18]([C:14]2[S:13][CH:17]=[CH:16][N:15]=2)=[CH:25][CH:24]=1 |f:0.1|. Procedure details: The title compound was prepared following the procedure described in Step A of Example 1 from 7-amino-heptanoic acid methyl ester hydrochloride, of Preparation 1, and 4-thiazol-2-yl-benzaldehyde, of Preparation 25. 1H NMR (400 MHz, CDCl3) δ 7.91 (d, 2H), 7.84 (d, 1H), 7.38 (d, 2H), 7.30 (d, 1H), 3.82 (s, 2H), 3.65 (s, 3H), 2.62 (t, 2H), 2.29 (t, 2H), 1.61 (m, 2H), 1.51 (m, 2H), 1.33 (m, 4H); MS 333 (M+1). Starting materials: CC(=O)O[BH-](OC(C)=O)OC(C)=O, CCCCOCCOc1ccc(-c2ccc3c(c2)C=C(C(=O)Nc2ccc(C(O)c4cccc[n+]4[O-])cc2)CCN3)cc1, CC(=O)O, Cn1nccc1C=O, ClCCCl, [Na+], O. The product is CCCCOCCOc1ccc(-c2ccc3c(c2)C=C(C(=O)Nc2ccc(C(O)c4cccc[n+]4[O-])cc2)CCN3Cc2ccnn2C)cc1. As a reaction SMILES: [C:52]([O:53][BH-:54]([O:55][C:56](=[O:57])[CH3:58])[O:59][C:60](=[O:61])[CH3:62])(=[O:63])[CH3:64].[CH2:1]([CH2:2][CH2:3][CH3:4])[O:5][CH2:6][CH2:7][O:8][c:9]1[cH:10][cH:11][c:12](-[c:15]2[cH:16][cH:17][c:18]3[c:19]([cH:43]2)[CH:20]=[C:21]([C:25](=[O:26])[NH:27][c:28]2[cH:29][cH:30][c:31]([CH:34]([c:35]4[n+:36]([O-:41])[cH:37][cH:38][cH:39][cH:40]4)[OH:42])[cH:32][cH:33]2)[CH2:22][CH2:23][NH:24]3)[cH:13][cH:14]1.[CH3:66][C:67](=[O:68])[OH:69].[CH:44](=[O:45])[c:46]1[cH:47][cH:48][n:49][n:50]1[CH3:51].[Cl:70][CH2:71][CH2:72][Cl:73].[Na+:65].[OH2:74]>>[CH2:1]([CH2:2][CH2:3][CH3:4])[O:5][CH2:6][CH2:7][O:8][c:9]1[cH:10][cH:11][c:12](-[c:15]2[cH:16][cH:17][c:18]3[c:19]([cH:43]2)[CH:20]=[C:21]([C:25](=[O:26])[NH:27][c:28]2[cH:29][cH:30][c:31]([CH:34]([c:35]4[n+:36]([O-:41])[cH:37][cH:38][cH:39][cH:40]4)[OH:42])[cH:32][cH:33]2)[CH2:22][CH2:23][N:24]3[CH2:44][c:46]2[cH:47][cH:48][n:49][n:50]2[CH3:51])[cH:13][cH:14]1. Reactants: [N+](=O)([O-])C=1C=C(C(C(=O)OCC)O)C=CC1 (ethyl 3-nitromandelate), S(=O)(Cl)Cl (thionyl chloride). The reagents and catalysts are N1=CC=CC=C1 (pyridine). Run at time 8 hour. The product is ClC(C(=O)OCC)C1=CC(=CC=C1)[N+](=O)[O-] (Ethyl 2-chloro-(3-nitrophenyl)acetate). Reaction SMILES: [N+:1]([C:4]1[CH:5]=[C:6]([CH:14]=[CH:15][CH:16]=1)[CH:7](O)[C:8]([O:10][CH2:11][CH3:12])=[O:9])([O-:3])=[O:2].S(Cl)([Cl:19])=O>N1C=CC=CC=1>[Cl:19][CH:7]([C:6]1[CH:14]=[CH:15][CH:16]=[C:4]([N+:1]([O-:3])=[O:2])[CH:5]=1)[C:8]([O:10][CH2:11][CH3:12])=[O:9]. Procedure details: A mixture of 97 g of ethyl 3-nitromandelate and 69 ml of thionyl chloride is stirred overnight at room temperature. Then a few drops of pyridine are added. After the evolution of gas has ceased, the mixture is stirred for about 2 hours at 100° C. Excess thionyl chloride is evaporated off in a water jet vacuum and the reaction mixture is distilled in a high vacuum. The title compound (b) is obtained in the form of a yellow oil with b.p. 134° C. at 0.06 mbar and with an Rf value of 0.5 on thin-lay... The reactants are C(C(C)C)S.C(C1=CC=CC=C1)(=O)SC(C)(C)C (S-t-butyl thiobenzoate i-Butyl mercaptan), C(C1=CC=CC=C1)(=O)Cl (benzoyl chloride). The solvent is N1=CC=CC=C1 (pyridine). Conditions: time 2 hour. The product is C(C1=CC=CC=C1)(=O)SC(C)(C)C (S-t-butyl thiobenzoate). The yield is 50.1%. As a reaction SMILES: C(S)C(C)C.[C:6]([S:14][C:15]([CH3:18])([CH3:17])[CH3:16])(=[O:13])[C:7]1[CH:12]=[CH:11][CH:10]=[CH:9][CH:8]=1.C(Cl)(=O)C1C=CC=CC=1>N1C=CC=CC=1>[C:6]([S:14][C:15]([CH3:18])([CH3:17])[CH3:16])(=[O:13])[C:7]1[CH:12]=[CH:11][CH:10]=[CH:9][CH:8]=1 |f:0.1|. Reported procedure: S-t-butyl thiobenzoate i-Butyl mercaptan (6.15 g, 0.068 mol) was added dropwise to a solution of benzoyl chloride (10.5 g, 0.075 mol) in pyridine (6 g). The resulting mixture was allowed to stir for two hours at room temperature then poured onto ice-water and the mixture extracted with diethyl ether. The organic extract was washed with dilute HCl, water and brine and finally dried over anhydrous sodium sulfate. After removal of solvent and vacuum distillation, S-t-butyl thiobenzoate was obtained... Reactants: CC(C(C)C=1C=C(C=C(O)C1)O)CCCCC (5-(3-methyl-2-octyl)resorcinol), C(C)(=O)C(C(=O)OCC)CCC(=O)OCC (diethyl α-acetylglutarate), P(=O)(Cl)(Cl)Cl (phosphorus oxychloride). The solvent is benzene-ether. Run at time 12 day. Product: OC1=C2C(=C(C(OC2=CC(=C1)C(C)C(CCCCC)C)=O)CCC(=O)OCC)C (Ethyl 5-Hydroxy-4-Methyl-7-(3-Methyl-2-Octyl)-Coumarin-3-Propionate). Reaction SMILES: [CH3:1][CH:2]([CH2:13][CH2:14][CH2:15][CH2:16][CH3:17])[CH:3]([C:5]1[CH:6]=[C:7]([OH:12])[CH:8]=[C:9]([CH:11]=1)[OH:10])[CH3:4].[C:18]([CH:21]([CH2:27][CH2:28][C:29]([O:31][CH2:32][CH3:33])=[O:30])[C:22](OCC)=[O:23])(=O)[CH3:19].P(Cl)(Cl)(Cl)=O>>[OH:10][C:9]1[CH:11]=[C:5]([CH:3]([CH:2]([CH3:1])[CH2:13][CH2:14][CH2:15][CH2:16][CH3:17])[CH3:4])[CH:6]=[C:7]2[C:8]=1[C:18]([CH3:19])=[C:21]([CH2:27][CH2:28][C:29]([O:31][CH2:32][CH3:33])=[O:30])[C:22](=[O:23])[O:12]2. Reported procedure: A mixture of 262 g. (1.109 mole) of 5-(3-methyl-2-octyl)resorcinol, 283 g. (1.23 mole) of diethyl α-acetylglutarate, and 170 g. (1.11 mole) of phosphorus oxychloride protected from atmospheric moisture is stirred at room temperature for 12 days. The mixture is taken up in benzene-ether and the solution is washed several times with water, aqueous sodium bicarbonate, water and dried over anhydrous magnesium sulfate. After removal of the solvent, 441 g. of an oil is obtained, which solidifies on st... Starting materials: O=C(O)c1ncccc1OCC(F)(F)F, CC1(c2cc(N)ccc2F)N=C(N)OCC1(F)F. Product: CC1(c2cc(NC(=O)c3ncccc3OCC(F)(F)F)ccc2F)N=C(N)OCC1(F)F. RXN SMILES: [F:19][C:20]([CH2:21][O:22][c:23]1[c:24]([C:29](=[O:30])[OH:31])[n:25][cH:26][cH:27][cH:28]1)([F:32])[F:33].[NH2:1][c:2]1[cH:3][cH:4][c:5]([F:18])[c:6]([C:8]2([CH3:17])[N:9]=[C:10]([NH2:16])[O:11][CH2:12][C:13]2([F:14])[F:15])[cH:7]1>>[NH:1]([c:2]1[cH:3][cH:4][c:5]([F:18])[c:6]([C:8]2([CH3:17])[N:9]=[C:10]([NH2:16])[O:11][CH2:12][C:13]2([F:14])[F:15])[cH:7]1)[C:29]([c:24]1[c:23]([O:22][CH2:21][C:20]([F:19])([F:32])[F:33])[cH:28][cH:27][cH:26][n:25]1)=[O:30]. Starting materials: NC(C(=O)OCC)C1=CC=C(C(=O)O)C=C1 (4-(1-amino-2-ethoxy-2-oxoethyl)benzoic acid), Cl (HCl), CCN(C(C)C)C(C)C (DIPEA), C(C)(=O)OC(C)=O (acetic anhydride). The solvent is C1CCOC1 (THF). Conditions: time 8 hour. Yields the product C(C)(=O)NC(C(=O)OCC)C1=CC=C(C(=O)O)C=C1 (4-[1-(acetylamino)-2-ethoxy-2-oxoethyl]benzoic acid). RXN SMILES: [NH2:1][CH:2]([C:8]1[CH:16]=[CH:15][C:11]([C:12]([OH:14])=[O:13])=[CH:10][CH:9]=1)[C:3]([O:5][CH2:6][CH3:7])=[O:4].CCN(C(C)C)C(C)C.[C:26](OC(=O)C)(=[O:28])[CH3:27].Cl>C1COCC1>[C:26]([NH:1][CH:2]([C:8]1[CH:16]=[CH:15][C:11]([C:12]([OH:14])=[O:13])=[CH:10][CH:9]=1)[C:3]([O:5][CH2:6][CH3:7])=[O:4])(=[O:28])[CH3:27]. Procedure details: 4-(1-amino-2-ethoxy-2-oxoethyl)benzoic acid, as described in Example 1, Step B, (0.94 g, 2.79 mmol) and DIPEA (1.509 mL, 8.64 mmol) were suspended in THF (4 mL) and acetic anhydride (0.289 mL, 3.07 mmol) was added. The mixture was stirred at room temperature overnight. 2N HCl was added and the products extracted into EtOAc. The combined organic extracts were washed with brine, dried over MgSO4 and concentrated in vacuo. The residue was purified by prep-HPLC to give the desired product as a white... Starting materials: CC1=C(OC=2C=C3C(NC(=NC3=CC2C)N2N=CC(=C2)C(=O)OCC)=O)C(=CC=C1)C (ethyl 1-(6-(2,6-dimethylphenoxy)-7-methyl-4-oxo-3,4-dihydroquinazolin-2-yl)-1H-pyrazole-4-carboxylate), C1(CC1)N (cyclopropylamine). The product is CC1=C(OC=2C=C3C(=NC(=NC3=CC2C)N2N=CC(=C2)C(=O)O)NC2CC2)C(=CC=C1)C (1-(6-(2,6-Dimethylphenoxy)-7-methyl-4-cyclopropylaminoquinazolin-2-yl)-1H-pyrazole-4-carboxylic acid). As a reaction SMILES: [CH3:1][C:2]1[CH:30]=[CH:29][CH:28]=[C:27]([CH3:31])[C:3]=1[O:4][C:5]1[CH:6]=[C:7]2[C:12](=[CH:13][C:14]=1[CH3:15])[N:11]=[C:10]([N:16]1[CH:20]=[C:19]([C:21]([O:23]CC)=[O:22])[CH:18]=[N:17]1)[NH:9][C:8]2=O.[CH:32]1([NH2:35])[CH2:34][CH2:33]1>>[CH3:31][C:27]1[CH:28]=[CH:29][CH:30]=[C:2]([CH3:1])[C:3]=1[O:4][C:5]1[CH:6]=[C:7]2[C:12](=[CH:13][C:14]=1[CH3:15])[N:11]=[C:10]([N:16]1[CH:20]=[C:19]([C:21]([OH:23])=[O:22])[CH:18]=[N:17]1)[N:9]=[C:8]2[NH:35][CH:32]1[CH2:34][CH2:33]1. Procedure details: The above compound may be made analogous to Example 1 using ethyl 1-(6-(2,6-dimethylphenoxy)-7-methyl-4-oxo-3,4-dihydroquinazolin-2-yl)-1H-pyrazole-4-carboxylate in step D and cyclopropylamine in step E. MS (ESI/CI): predicted mass C24H23N5O3, 429.2. Starting materials: S(=O)(=O)(O)O.CSC(N)=N (S-methyl-isothiourea sulfate), OC1CNCC2=CC=CC=C12 (4-hydroxy-1,2,3,4-tetrahydroisoquinoline), CS (methyl-mercaptan). Solvent: O (water). Conditions: time 1.5 day. The product is S(=O)(=O)(O)O.C(N)(=N)N1CC2=CC=CC=C2C(C1)O (2-amidino-4-hydroxy-1,2,3,4-tetrahydroisoquinoline sulfate). Reaction SMILES: [S:1]([OH:5])([OH:4])(=[O:3])=[O:2].CS[C:8](=[NH:10])[NH2:9].[OH:11][CH:12]1[C:21]2[C:16](=[CH:17][CH:18]=[CH:19][CH:20]=2)[CH2:15][NH:14][CH2:13]1.CS>O>[S:1]([OH:5])([OH:4])(=[O:3])=[O:2].[C:8]([N:14]1[CH2:13][CH:12]([OH:11])[C:21]2[C:16](=[CH:17][CH:18]=[CH:19][CH:20]=2)[CH2:15]1)(=[NH:9])[NH2:10] |f:0.1,5.6|. Reported procedure: A solution of 1.3 g. of S-methyl-isothiourea sulfate in 5 ml. of water at about 20° C. was added to 1.2 g. of 4-hydroxy-1,2,3,4-tetrahydroisoquinoline. The resulting mixture was maintained at about 25°-30° C. with occasional shaking. After a short time, methyl-mercaptan began to escape and, upon standing for 1-2 days, crystals formed. The crystals were removed by filtration and rinsed with ice-cold water and with ether. Recrystallization from water yielded 2-amidino-4-hydroxy-1,2,3,4-tetrahydroi...